This data is from the Open Reaction Database (ORD), a public repository of structured organic reaction records. The task is: describe an organic reaction: reactants, conditions, products, and yield Reactants: COc1cc(OCCCS(C)(=O)=O)ccc1[N+](=O)[O-], CO. Yields the product COc1cc(OCCCS(C)(=O)=O)ccc1N. Reaction SMILES: [CH3:1][O:2][c:3]1[c:4]([N+:17]([O-:18])=[O:19])[cH:5][cH:6][c:7]([O:9][CH2:10][CH2:11][CH2:12][S:13](=[O:14])(=[O:15])[CH3:16])[cH:8]1.[CH3:20][OH:21]>>[CH3:1][O:2][c:3]1[c:4]([NH2:17])[cH:5][cH:6][c:7]([O:9][CH2:10][CH2:11][CH2:12][S:13](=[O:14])(=[O:15])[CH3:16])[cH:8]1. The reactants are CC1C2CN(C)CC(C2=O)C1C, CCOC(=O)CP(=O)(OCC)OCC, CCOC(C)=O, [H-], [Na+], C1CCOC1. Product: CCOC(=O)C=C1C2CN(C)CC1C(C)C2C. Reaction SMILES: [CH3:17][N:18]1[CH2:19][CH:20]2[CH:21]([CH3:28])[CH:22]([CH3:27])[CH:23]([CH2:24]1)[C:25]2=[O:26].[CH3:1][CH2:2][O:3][C:4](=[O:5])[CH2:6][P:7]([O:8][CH2:9][CH3:10])([O:11][CH2:12][CH3:13])=[O:14].[CH3:29][CH2:30][O:31][C:32](=[O:33])[CH3:34].[H-:15].[Na+:16].[O:35]1[CH2:36][CH2:37][CH2:38][CH2:39]1>>[CH3:1][CH2:2][O:3][C:4](=[O:5])[CH:6]=[C:25]1[CH:20]2[CH2:19][N:18]([CH3:17])[CH2:24][CH:23]1[CH:22]([CH3:27])[CH:21]2[CH3:28]. The reactants are ClC1=CC=C(C=C1)C=1C=C(C=NC1OCC(F)(F)F)C(=O)O (5-(4-chlorophenyl)-6-(2,2,2-trifluoroethoxy)-3-pyridinecarboxylic acid), CC(C)(C)OC(=O)N1CCN(CC1)N (4-amino-1-piperazinecarboxylic acid 1,1-dimethylethyl ester). Yields the product C(C)(C)(C)OC(=O)N1CCN(CC1)NC(=O)C=1C=NC(=C(C1)C1=CC=C(C=C1)Cl)OCC(F)(F)F (4-{[5-(4-Chloro-phenyl)-6-(2,2,2-trifluoro-ethoxy)-pyridine-3-carbonyl]-amino}-piperazine-1-carboxylic acid tert-butyl ester). RXN SMILES: [Cl:1][C:2]1[CH:7]=[CH:6][C:5]([C:8]2[CH:9]=[C:10]([C:20](O)=[O:21])[CH:11]=[N:12][C:13]=2[O:14][CH2:15][C:16]([F:19])([F:18])[F:17])=[CH:4][CH:3]=1.[CH3:23][C:24]([O:27][C:28]([N:30]1[CH2:35][CH2:34][N:33]([NH2:36])[CH2:32][CH2:31]1)=[O:29])([CH3:26])[CH3:25]>>[C:24]([O:27][C:28]([N:30]1[CH2:31][CH2:32][N:33]([NH:36][C:20]([C:10]2[CH:11]=[N:12][C:13]([O:14][CH2:15][C:16]([F:19])([F:18])[F:17])=[C:8]([C:5]3[CH:6]=[CH:7][C:2]([Cl:1])=[CH:3][CH:4]=3)[CH:9]=2)=[O:21])[CH2:34][CH2:35]1)=[O:29])([CH3:23])([CH3:25])[CH3:26]. Reported procedure: The title compound was synthesized in analogy to Example 1 using 5-(4-chlorophenyl)-6-(2,2,2-trifluoroethoxy)-3-pyridinecarboxylic acid (CAN 1018782-82-5) and 4-amino-1-piperazinecarboxylic acid 1,1-dimethylethyl ester (CAN 118753-66-5) as starting materials; MS (EI) 515.2 (M+H)+. The reactants are crude product, ClC1=C(C(=CC=C1)F)C1=NN(C(=N1)C1=CC(=C(C=C1)OC)Cl)C (3-(2-chloro-6-fluorophenyl)-5-(3-chloro-4-methoxyphenyl)-1-methyl 1H-1,2,4-triazole), [Cl-].[Al+3].[Cl-].[Cl-] (aluminum chloride), ice water. The solvent is C1=CC=CC=C1 (benzene). Yields the product ClC1=C(C(=CC=C1)F)C1=NN(C(=N1)C1=CC(=C(C=C1)O)Cl)C (3-(2-chloro-6-fluorophenyl)-5-(3-chloro-4-hydroxyphenyl) 1-methyl-1H-1,2,4-triazole). Yield: 94.8%. As a reaction SMILES: [Cl:1][C:2]1[CH:7]=[CH:6][CH:5]=[C:4]([F:8])[C:3]=1[C:9]1[N:13]=[C:12]([C:14]2[CH:19]=[CH:18][C:17]([O:20]C)=[C:16]([Cl:22])[CH:15]=2)[N:11]([CH3:23])[N:10]=1.[Cl-].[Al+3].[Cl-].[Cl-]>C1C=CC=CC=1>[Cl:1][C:2]1[CH:7]=[CH:6][CH:5]=[C:4]([F:8])[C:3]=1[C:9]1[N:13]=[C:12]([C:14]2[CH:19]=[CH:18][C:17]([OH:20])=[C:16]([Cl:22])[CH:15]=2)[N:11]([CH3:23])[N:10]=1 |f:1.2.3.4|. Reported procedure: To benzene (300 ml) are added the crude product of 3-(2-chloro-6-fluorophenyl)-5-(3-chloro-4-methoxyphenyl)-1-methyl 1H-1,2,4-triazole (70.5 g) and anhydrous aluminum chloride (80.0 g), which are heated under reflux for 3 hours with stirring. After cooling to room temperature, the reaction mixture is poured into ice water and extracted with toluene. The organic layer is washed with water, extracted with aqueous solution of 20% NaOH, and the aqueous layer is acidified by adding a concentrated sul... The reactants are C(C1=CC=CC=C1)OC=1C=C(C(=O)OC)C(=CN1)Br (methyl 2-(benzyloxy)-5-bromoisonicotinate), C(C=C)(=O)OC (methyl acrylate), C1(=C(C=CC=C1)P(C1=C(C=CC=C1)C)C1=C(C=CC=C1)C)C (tri-o-tolylphosphine). The reagents and catalysts are C(C)(=O)[O-].C(C)(=O)[O-].[Pd+2] (palladium diacetate). The solvent is CN1CCCC1=O (NMP), CN1CCCC1=O (NMP). Reaction conditions: temperature 90 celsius, time 8 hour. The product is C(C1=CC=CC=C1)OC=1C=C(C(=O)OC)C(=CN1)C=CC(=O)OC (Methyl 2-(benzyloxy)-5-(3-methoxy-3-oxoprop-1-enyl)isonicotinate). Reaction SMILES: [C:1]([O:5][CH3:6])(=[O:4])[CH:2]=[CH2:3].C1(C)C=CC=CC=1P(C1C=CC=CC=1C)C1C=CC=CC=1C.[CH2:29]([O:36][C:37]1[CH:38]=[C:39]([C:44](Br)=[CH:45][N:46]=1)[C:40]([O:42][CH3:43])=[O:41])[C:30]1[CH:35]=[CH:34][CH:33]=[CH:32][CH:31]=1>C([O-])(=O)C.C([O-])(=O)C.[Pd+2].CN1C(=O)CCC1>[CH2:29]([O:36][C:37]1[CH:38]=[C:39]([C:44]([CH:3]=[CH:2][C:1]([O:5][CH3:6])=[O:4])=[CH:45][N:46]=1)[C:40]([O:42][CH3:43])=[O:41])[C:30]1[CH:35]=[CH:34][CH:33]=[CH:32][CH:31]=1 |f:3.4.5|. Procedure details: To NMP (1 mL) was added methyl acrylate (commercially available from Sigma-Aldrich, St. Louis, Mo., USA), tri-o-tolylphosphine (8.5 mg, 28 μmol) (commercially available from Sigma-Aldrich, St. Louis, Mo., USA) and palladium diacetate (2.5 mg, 11 μmol) (commercially available from Sigma-Aldrich, St. Louis, Mo., USA). The solution was degassed three time with nitrogen. To this solution was then added a 1 mL NMP solution of methyl 2-(benzyloxy)-5-bromoisonicotinate (120 mg, 372 μmol). The reaction ... Reactants: C(C)(C)(C)OC(N(C)[C@@H](C(=O)N(NC(C)=O)C)CC1=CC=CC=C1)=O (N-[(1R)-2-(N'-acetyl-N-methylhydrazino)-1-benzyl-2-oxoethyl]-N-methylcarbamic acid tert-butyl ester), FC(C(=O)O)(F)F (trifluoroacetic acid). Isolated yield 88.2%. Run in C(Cl)Cl (methylene chloride). Procedure details: To a solution of N-[(1R)-2-(N'-acetyl-N-methylhydrazino)-1-benzyl-2-oxoethyl]-N-methylcarbamic acid tert-butyl ester (0.35 g, 1.00 mmol) in methylene chloride (2 ml) was added trifluoroacetic acid (2 ml) and the mixture was stirred for 30 min. The mixture was concentrated in vacuo and stripped three times with methylene chloride and chromatographed on silca gel (40 g) with methylene chloride:(methanol/ammonia) (9:1) to give 110 mg (44%) of acetic acid N'-methyl-N'-((2R)-2-(methylamino)-3-phenylp... Yields the product CO.N (methanol ammonia), CN(NC(C)=O)C([C@@H](CC1=CC=CC=C1)NC)=O (acetic acid N'-methyl-N'-((2R)-2-(methylamino)-3-phenylpropionyl)hydrazide). Reaction SMILES: [C:1]([O:5][C:6](=O)[N:7]([C@H:9]([CH2:18][C:19]1[CH:24]=[CH:23][CH:22]=[CH:21][CH:20]=1)[C:10]([N:12]([CH3:17])[NH:13][C:14](=[O:16])[CH3:15])=[O:11])C)(C)(C)C.FC(F)(F)C(O)=O>C(Cl)Cl>[CH3:1][OH:5].[NH3:7].[CH3:17][N:12]([C:10](=[O:11])[C@H:9]([NH:7][CH3:6])[CH2:18][C:19]1[CH:24]=[CH:23][CH:22]=[CH:21][CH:20]=1)[NH:13][C:14](=[O:16])[CH3:15] |f:3.4|. Reaction conditions: time 30 minute.